From a dataset of the Open Reaction Database (ORD), a public repository of structured organic reaction records. describe an organic reaction: reactants, conditions, products, and yield Starting materials: BrB(Br)Br, COc1ccc(-c2ccc3c(c2)c(C)c(-c2ccccc2)n3C)cc1, ClCCl. Product: Cc1c(-c2ccccc2)n(C)c2ccc(-c3ccc(O)cc3)cc12. As a reaction SMILES: [B:26]([Br:27])([Br:28])[Br:29].[CH3:1][O:2][c:3]1[cH:4][cH:5][c:6](-[c:9]2[cH:10][c:11]3[c:12]([CH3:25])[c:13](-[c:19]4[cH:20][cH:21][cH:22][cH:23][cH:24]4)[n:14]([CH3:18])[c:15]3[cH:16][cH:17]2)[cH:7][cH:8]1.[Cl:30][CH2:31][Cl:32]>>[OH:2][c:3]1[cH:4][cH:5][c:6](-[c:9]2[cH:10][c:11]3[c:12]([CH3:25])[c:13](-[c:19]4[cH:20][cH:21][cH:22][cH:23][cH:24]4)[n:14]([CH3:18])[c:15]3[cH:16][cH:17]2)[cH:7][cH:8]1. Run at temperature -78 celsius, time 10 minute. The yield is 39.8%. Solvent: C1CCOC1 (THF). Procedure details: A 500 mL flask was charged with 10.8 g (59.4 mmol) 4-bromo-benzonitrile and 150 mL anhydrous THF. The solution was cooled to −78° C. and 26.1 mL (65.3 mmol) 2.5M n-butyl lithium was added dropwise. The reaction mixture was stirred at −78° C. for an additional 10 minutes, then 5.0 g (71.3 mmol)cyclobutanone was added dropwise. The reaction mixture was stirred for an additional 10 minutes at −78° C. then the bath was removed and the reaction stirred for an additional 1 hour. The material was poure... Yields the product OC1(CCC1)C1=CC=C(C#N)C=C1 (4-(1-Hydroxy-cyclobutyl)-benzonitrile). Reactants: C(CCC)[Li] (n-butyl lithium), BrC1=CC=C(C#N)C=C1 (4-bromo-benzonitrile), C1(CCC1)=O (cyclobutanone). RXN SMILES: Br[C:2]1[CH:9]=[CH:8][C:5]([C:6]#[N:7])=[CH:4][CH:3]=1.C([Li])CCC.[C:15]1(=[O:19])[CH2:18][CH2:17][CH2:16]1>C1COCC1>[OH:19][C:15]1([C:2]2[CH:9]=[CH:8][C:5]([C:6]#[N:7])=[CH:4][CH:3]=2)[CH2:18][CH2:17][CH2:16]1.